Task: describe an organic reaction: reactants, conditions, products, and yield. Dataset: the Open Reaction Database (ORD), a public repository of structured organic reaction records Reactants: C(C)(C)(C)OC(=O)N[C@H]1CCSC2=CC(=CC=C12)C(=O)O ((S)-4-(tert-butoxycarbonylamino)thiochromane-7-carboxylic acid), NC1=C2C(=NC=C1)N(N=C2)C(C2=CC=CC=C2)(C2=CC=CC=C2)C2=CC=CC=C2 (4-amino-1-triphenylmethylpyrazolo[3,4-b]pyridine), [I-].ClC1=[N+](C=CC=C1)C (2-chloro-1-methylpyridinium iodide). The product is C(C)(C)(C)OC(=O)N[C@H]1CCSC2=CC(=CC=C12)C(=O)NC1=C2C(=NC=C1)N(N=C2)C(C2=CC=CC=C2)(C2=CC=CC=C2)C2=CC=CC=C2 ((S)-4-(tert-butoxycarbonylamino)-N-(1-triphenylmethylpyrazolo[3,4-b]pyridin-4-yl)thiochromane-7-carboxamide). The yield is 73.8%. RXN SMILES: [C:1]([O:5][C:6]([NH:8][C@@H:9]1[C:18]2[C:13](=[CH:14][C:15]([C:19](O)=[O:20])=[CH:16][CH:17]=2)[S:12][CH2:11][CH2:10]1)=[O:7])([CH3:4])([CH3:3])[CH3:2].[NH2:22][C:23]1[CH:28]=[CH:27][N:26]=[C:25]2[N:29]([C:32]([C:45]3[CH:50]=[CH:49][CH:48]=[CH:47][CH:46]=3)([C:39]3[CH:44]=[CH:43][CH:42]=[CH:41][CH:40]=3)[C:33]3[CH:38]=[CH:37][CH:36]=[CH:35][CH:34]=3)[N:30]=[CH:31][C:24]=12.[I-].ClC1C=CC=C[N+]=1C>>[C:1]([O:5][C:6]([NH:8][C@@H:9]1[C:18]2[C:13](=[CH:14][C:15]([C:19]([NH:22][C:23]3[CH:28]=[CH:27][N:26]=[C:25]4[N:29]([C:32]([C:33]5[CH:34]=[CH:35][CH:36]=[CH:37][CH:38]=5)([C:39]5[CH:40]=[CH:41][CH:42]=[CH:43][CH:44]=5)[C:45]5[CH:50]=[CH:49][CH:48]=[CH:47][CH:46]=5)[N:30]=[CH:31][C:24]=34)=[O:20])=[CH:16][CH:17]=2)[S:12][CH2:11][CH2:10]1)=[O:7])([CH3:2])([CH3:3])[CH3:4] |f:2.3|. Reported procedure: By a similar reaction operation as in Starting Material Synthetic Example 53 using (S)-4-(tert-butoxycarbonylamino)thiochromane-7-carboxylic acid (500 mg), 4-amino-1-triphenylmethylpyrazolo[3,4-b]pyridine (670 mg) synthesized according to a known method and 2-chloro-1-methylpyridinium iodide (496 mg), the objective (S)-4-(tert-butoxycarbonylamino)-N-(1-triphenylmethylpyrazolo[3,4-b]pyridin-4-yl)thiochromane-7-carboxamide (796 mg) was obtained as a pale yellow amorphous solid. Reactants: C(C=C)C1(C(NC2=C(N(C1=O)CC(=O)N(C1=CC=C(C=C1)OC)C(C)C)C=CC=C2)=O)C (2-(3-Allyl-3-methyl-2,4-dioxo-2,3,4,5-tetrahydro benzo[b][1,4]diazepin-1-yl)-N-isopropyl-N-(4-methoxyphenyl) acetamide), BrC=1C=NC=CC1 (3-bromopyridine), C(C)(=O)[O-].[K+] (potassium acetate). The reagents and catalysts are [Cu] (copper). Solvent: CCOC(=O)C (EtOAc), CN(C)C=O (DMF). Run at temperature 125 celsius. Yields the product C(C=C)C1(C(N(C2=C(N(C1=O)CC(=O)N(C1=CC=C(C=C1)OC)C(C)C)C=CC=C2)C=2C=NC=CC2)=O)C (2-(3-Allyl-3-methyl-2,4-dioxo-5-pyridin-3-yl-2,3,4,5-tetrahydro benzo[b][1,4]diazepin-1-yl)-N-isopropyl-N-[4-methoxyphenyl]acetamide). Yield: 53.0%. RXN SMILES: [CH2:1]([C:4]1([CH3:32])[C:10](=[O:11])[N:9]([CH2:12][C:13]([N:15]([CH:24]([CH3:26])[CH3:25])[C:16]2[CH:21]=[CH:20][C:19]([O:22][CH3:23])=[CH:18][CH:17]=2)=[O:14])[C:8]2[CH:27]=[CH:28][CH:29]=[CH:30][C:7]=2[NH:6][C:5]1=[O:31])[CH:2]=[CH2:3].Br[C:34]1[CH:35]=[N:36][CH:37]=[CH:38][CH:39]=1.C([O-])(=O)C.[K+]>CN(C=O)C.CCOC(C)=O.[Cu]>[CH2:1]([C:4]1([CH3:32])[C:10](=[O:11])[N:9]([CH2:12][C:13]([N:15]([CH:24]([CH3:26])[CH3:25])[C:16]2[CH:17]=[CH:18][C:19]([O:22][CH3:23])=[CH:20][CH:21]=2)=[O:14])[C:8]2[CH:27]=[CH:28][CH:29]=[CH:30][C:7]=2[N:6]([C:34]2[CH:35]=[N:36][CH:37]=[CH:38][CH:39]=2)[C:5]1=[O:31])[CH:2]=[CH2:3] |f:2.3|. Procedure details: To a stirring solution of 2.5 g (5.74 mmol) of 2-(3-Allyl-3-methyl-2,4-dioxo-2,3,4,5-tetrahydro benzo[b][1,4]diazepin-1-yl)-N-isopropyl-N-(4-methoxyphenyl) acetamide, prepared as in Part A, in 25 mL of DMF is added 1.81 g (11.5 mmol, 2 equiv.) of 3-bromopyridine, 1.12 g (11.5 mmol, 2 equiv.) of potassium acetate, and 364 mg (11.5 mmol) of copper powder. The suspension is heated to 125° C. for 4 h and then cooled to RT. It is diluted with 350 mL EtOAc and filtered through a bed of celite. The fil... Product: C(C)(C)(C)OC(=O)NCC(C(C(=O)OCC)CC(=O)C1=C2N=C(C(=NC2=CC=C1)C)NC(C)(C)C)=O (Ethyl 4-((tert-butoxycarbonyl)amino)-2-(2-(3-(tert-butylamino)-2-methylquinoxalin-5-yl)-2-oxoethyl)-3-oxobutanoate). Run at time 16 hour. Procedure details: To a 25-mL round-bottomed flask was added ethyl 4-((tert-butoxycarbonyl)amino)-3-oxobutanoate (601) (0.47 g, 1.91 mmol), K2CO3 (0.41 g, 2.97 mmol), 2-bromo-1-(3-(tert-butylamino)-2-methylquinoxalin-5-yl)ethanone (606) (0.40 g, 1.19 mmol), THF (3 mL), and EtOH (3 mL). The reaction mixture was stirred at RT for 16 h. The reaction mixture was diluted with sat NH4Cl (5 mL) and extracted with EtOAc (10 mL). The organic extract was washed with water (5 mL), dried over Na2SO4 and concentrated. Ethyl 4-... Reactants: C(C)(C)(C)OC(=O)NCC(CC(=O)OCC)=O (ethyl 4-((tert-butoxycarbonyl)amino)-3-oxobutanoate), C(=O)([O-])[O-].[K+].[K+] (K2CO3), BrCC(=O)C1=C2N=C(C(=NC2=CC=C1)C)NC(C)(C)C (2-bromo-1-(3-(tert-butylamino)-2-methylquinoxalin-5-yl)ethanone), C1CCOC1 (THF). As a reaction SMILES: [C:1]([O:5][C:6]([NH:8][CH2:9][C:10](=[O:17])[CH2:11][C:12]([O:14][CH2:15][CH3:16])=[O:13])=[O:7])([CH3:4])([CH3:3])[CH3:2].C([O-])([O-])=O.[K+].[K+].Br[CH2:25][C:26]([C:28]1[CH:37]=[CH:36][CH:35]=[C:34]2[C:29]=1[N:30]=[C:31]([NH:39][C:40]([CH3:43])([CH3:42])[CH3:41])[C:32]([CH3:38])=[N:33]2)=[O:27].C1COCC1>[NH4+].[Cl-].CCO>[C:1]([O:5][C:6]([NH:8][CH2:9][C:10](=[O:17])[CH:11]([CH2:25][C:26]([C:28]1[CH:37]=[CH:36][CH:35]=[C:34]2[C:29]=1[N:30]=[C:31]([NH:39][C:40]([CH3:43])([CH3:42])[CH3:41])[C:32]([CH3:38])=[N:33]2)=[O:27])[C:12]([O:14][CH2:15][CH3:16])=[O:13])=[O:7])([CH3:3])([CH3:4])[CH3:2] |f:1.2.3,6.7|. Solvent: CCO (EtOH), [NH4+].[Cl-] (NH4Cl). Starting materials: O1CCC(CC1)C=1C(=NC=CC1)OC1=CC=C(N)C=C1 (4-(3-(tetrahydro-2H-pyran-4-yl)pyridin-2-yloxy)aniline), ClC1=NC2=C(N1)C(=CC=C2)OC (2-chloro-7-methoxy-1H-benzo[d]imidazole). Run in CC(C)O (IPA), O (water). Run at temperature 170 celsius. Yields the product COC1=CC=CC2=C1NC(=N2)NC2=CC=C(C=C2)OC2=NC=CC=C2C2CCOCC2 (7-methoxy-N-(4-(3-(tetrahydro-2H-pyran-4-yl)pyridin-2-yloxy)phenyl)-1H-benzo[d]imidazol-2-amine). RXN SMILES: [O:1]1[CH2:6][CH2:5][CH:4]([C:7]2[C:8]([O:13][C:14]3[CH:20]=[CH:19][C:17]([NH2:18])=[CH:16][CH:15]=3)=[N:9][CH:10]=[CH:11][CH:12]=2)[CH2:3][CH2:2]1.Cl[C:22]1[NH:26][C:25]2[C:27]([O:31][CH3:32])=[CH:28][CH:29]=[CH:30][C:24]=2[N:23]=1>CC(O)C.O>[CH3:32][O:31][C:27]1[C:25]2[NH:26][C:22]([NH:18][C:17]3[CH:16]=[CH:15][C:14]([O:13][C:8]4[C:7]([CH:4]5[CH2:3][CH2:2][O:1][CH2:6][CH2:5]5)=[CH:12][CH:11]=[CH:10][N:9]=4)=[CH:20][CH:19]=3)=[N:23][C:24]=2[CH:30]=[CH:29][CH:28]=1. Procedure: A glass microwave reaction vessel was charged with 4-(3-(tetrahydro-2H-pyran-4-yl)pyridin-2-yloxy)aniline (0.1130 g, 0.418 mmol) and 2-chloro-7-methoxy-1H-benzo[d]imidazole (0.092 g, 0.502 mmol) in IPA. The reaction mixture was stirred and heated in a Biotage Initiator microwave reactor at 170° C. for 30 min. The reaction mixture was diluted with water and extracted with DCM. The organic extract was washed with water, brine, dried with magnesium sulfate, filtered, and concentrated. The crude pro... The reactants are CCOC(=O)C(Cc1ccc(O)cc1)OCC, CC(=CCO)c1ccc(-c2cccc(C)c2)cc1. The product is CCOC(=O)C(Cc1ccc(OCC=C(C)c2ccc(-c3cccc(C)c3)cc2)cc1)OCC. RXN SMILES: [CH2:19]([CH3:20])[O:21][CH:22]([C:23](=[O:24])[O:25][CH2:26][CH3:27])[CH2:28][c:29]1[cH:30][cH:31][c:32]([OH:35])[cH:33][cH:34]1.[CH3:1][c:2]1[cH:3][c:4](-[c:8]2[cH:9][cH:10][c:11]([C:14](=[CH:15][CH2:16][OH:17])[CH3:18])[cH:12][cH:13]2)[cH:5][cH:6][cH:7]1>>[CH3:1][c:2]1[cH:3][c:4](-[c:8]2[cH:9][cH:10][c:11]([C:14](=[CH:15][CH2:16][O:17][c:32]3[cH:31][cH:30][c:29]([CH2:28][CH:22]([O:21][CH2:19][CH3:20])[C:23](=[O:24])[O:25][CH2:26][CH3:27])[cH:34][cH:33]3)[CH3:18])[cH:12][cH:13]2)[cH:5][cH:6][cH:7]1. The reactants are BrCC1CC1, [H-], [Na+], CN(C)C=O, O, OCc1ccc2occc2c1. Yields the product c1cc2cc(COCC3CC3)ccc2o1. RXN SMILES: [CH:14]1([CH2:17][Br:18])[CH2:15][CH2:16]1.[H-:12].[Na+:13].[O:19]=[CH:20][N:21]([CH3:22])[CH3:23].[OH2:24].[o:1]1[cH:2][cH:3][c:4]2[c:5]1[cH:6][cH:7][c:8]([CH2:10][OH:11])[cH:9]2>>[o:1]1[cH:2][cH:3][c:4]2[c:5]1[cH:6][cH:7][c:8]([CH2:10][O:11][CH2:17][CH:14]1[CH2:15][CH2:16]1)[cH:9]2. Starting materials: O=C1NC2=C(C=CC=C2C1C)OC1=C(C=CC=C1)Cl (2-oxo-3-methyl-7-(2-chlorophenoxy)indoline), [OH-].[Na+] (sodium hydroxide), O1CCOCC1 (dioxane). Run in O (water). The product is NC1=C(C=CC=C1OC1=C(C=CC=C1)Cl)C(C(=O)O)C (2-[2-amino-3-(2-chlorophenoxy)phenyl]propionic acid). RXN SMILES: [O:1]=[C:2]1[CH:10]([CH3:11])[C:9]2[C:4](=[C:5]([O:12][C:13]3[CH:18]=[CH:17][CH:16]=[CH:15][C:14]=3[Cl:19])[CH:6]=[CH:7][CH:8]=2)[NH:3]1.[OH-].[Na+].[O:22]1CCOCC1>O>[NH2:3][C:4]1[C:5]([O:12][C:13]2[CH:18]=[CH:17][CH:16]=[CH:15][C:14]=2[Cl:19])=[CH:6][CH:7]=[CH:8][C:9]=1[CH:10]([CH3:11])[C:2]([OH:22])=[O:1] |f:1.2|. Procedure: A mixture of 2-oxo-3-methyl-7-(2-chlorophenoxy)indoline (4 g.), sodium hydroxide (2.4 g.), dioxane (25 ml.) water (25 ml.) was refluxed under heating for 5 days with stirring. After cooling, the reaction mixture was filtered and the filtrate was evaporated under reduced pressure. To the residue was added water and the mixture was washed with diethyl ether. Ethyl acetate was added to the aqueous solution and adjusted to pH 4 to 5 with 5% sulfuric acid. The ethyl acetate layer was separated, washe... Reactants: FC1(C(C=C(CN)C=C1)Cl)Cl (4-fluoro-3,4-dichlorobenzylamine), ClC=1C2=C(N=C(N1)C=1C=NC=CC1)SC=C2C (4-chloro-2-(pyridin-3-yl)-5-methyl-thieno-[2,3-d]-pyrimidine). The product is N1=CC(=CC=C1)C=1N=C(C2=C(N1)SC=C2C)NCC2=CC(=C(C=C2)Cl)Cl (2-(pyridin-3-yl)-4-(3,4-dichlorobenzylamino)-5-methyl-thieno-[2,3-d]-pyrimidine). RXN SMILES: F[C:2]1([Cl:11])[CH:9]=[CH:8][C:5]([CH2:6][NH2:7])=[CH:4][CH:3]1[Cl:10].Cl[C:13]1[C:14]2[C:27]([CH3:28])=[CH:26][S:25][C:15]=2[N:16]=[C:17]([C:19]2[CH:20]=[N:21][CH:22]=[CH:23][CH:24]=2)[N:18]=1>>[N:21]1[CH:22]=[CH:23][CH:24]=[C:19]([C:17]2[N:18]=[C:13]([NH:7][CH2:6][C:5]3[CH:8]=[CH:9][C:2]([Cl:11])=[C:3]([Cl:10])[CH:4]=3)[C:14]3[C:27]([CH3:28])=[CH:26][S:25][C:15]=3[N:16]=2)[CH:20]=1. Procedure: With the procedure of Example 1, the reaction of 4-fluoro-3,4-dichlorobenzylamine with 4-chloro-2-(pyridin-3-yl)-5-methyl-thieno-[2,3-d]-pyrimidine yields 2-(pyridin-3-yl)-4-(3,4-dichlorobenzylamino)-5-methyl-thieno-[2,3-d]-pyrimidine. Starting materials: ClC1=C(N)C=C(C=C1)[N+](=O)[O-] (2-Chloro-5-nitroaniline), C(=O)O (formic acid). Yields the product C(=O)NC1=CC=CC=C1 (formanilide). As a reaction SMILES: Cl[C:2]1[CH:8]=[CH:7][C:6]([N+:9]([O-])=O)=[CH:5][C:3]=1N.[CH:12](O)=[O:13]>>[CH:12]([NH:9][C:6]1[CH:7]=[CH:8][CH:2]=[CH:3][CH:5]=1)=[O:13]. Procedure: 2-Chloro-5-nitroaniline (43.1 g, 250 mmol), formic acid (250 mL) was stirred at room temperature for 5 h. The reaction mixture was concentrated in vacuo. The solid residue was taken up in water (350 mL), filtered, washed with water (×2). The solid residue was dried at 50° C. under vacuum to give a crude formanilide as a light brown amorphous. The crude formanilide, thionyl chloride (164 mL) and sulfuryl chloride (58 mL) was combined, and heated at 55° C. for 48 hr. The mixture was concentrated i...